From a dataset of the Open Reaction Database (ORD), a public repository of structured organic reaction records. describe an organic reaction: reactants, conditions, products, and yield Starting materials: CO, CC(C)=O, CCOC(C)=O, O=Cc1cccc(CNC(=O)OCc2ccc([N+](=O)[O-])cc2)c1. The product is O=C(NCc1cccc(C(=O)O)c1)OCc1ccc([N+](=O)[O-])cc1. As a reaction SMILES: [CH3:24][OH:25].[CH3:26][C:27](=[O:28])[CH3:29].[CH3:30][CH2:31][O:32][C:33](=[O:34])[CH3:35].[N+:1](=[O:2])([O-:3])[c:4]1[cH:5][cH:6][c:7]([CH2:8][O:9][C:10](=[O:11])[NH:12][CH2:13][c:14]2[cH:15][c:16]([CH:17]=[O:18])[cH:19][cH:20][cH:21]2)[cH:22][cH:23]1>>[N+:1](=[O:2])([O-:3])[c:4]1[cH:5][cH:6][c:7]([CH2:8][O:9][C:10](=[O:11])[NH:12][CH2:13][c:14]2[cH:15][c:16]([C:17](=[O:18])[OH:25])[cH:19][cH:20][cH:21]2)[cH:22][cH:23]1. Starting materials: C(C)(C)(C)N=C=O (t-butyl isocyanate), COC([C@@H]([C@@H](N)C1=CC=CC=C1)O)=O ((2R,3S)-β-phenyl-isoserine methyl ester), [N-]=C=O (isocyanate). Run in C1CCOC1 (THF). Run at temperature 0 celsius, time 15 minute. The product is COC(C(C(NC(=O)NC(C)(C)C)C1=CC=CC=C1)O)=O (N-(t-butylaminocarbonyl)-β-phenyl isoserine methyl ester). RXN SMILES: [CH3:1][O:2][C:3](=[O:14])[C@H:4]([OH:13])[C@H:5]([C:7]1[CH:12]=[CH:11][CH:10]=[CH:9][CH:8]=1)[NH2:6].[C:15]([N:19]=[C:20]=[O:21])([CH3:18])([CH3:17])[CH3:16].[N-]=C=O>C1COCC1>[CH3:1][O:2][C:3](=[O:14])[CH:4]([OH:13])[CH:5]([C:7]1[CH:12]=[CH:11][CH:10]=[CH:9][CH:8]=1)[NH:6][C:20]([NH:19][C:15]([CH3:18])([CH3:17])[CH3:16])=[O:21]. Procedure details: (2R,3S)-β-phenyl-isoserine methyl ester (4.35g, 22 mM) is dissolved in 100 ML dry THF and the flask cooled to 0° C. To the solution is added t-butyl isocyanate (2.8 mL, 25 mM). TLC after 15 minutes shows some starting material left so another 0.5 mL of the isocyanate is added. TLC after 1 hour shows no starting material so the solvent is concentrated in vacuo. The reactants are C1CCOC1, Cn1ccc(-c2ccccc2)n1, [H-], CI, [Na+], O, c1ccc(-c2cc[nH]n2)cc1. The product is Cn1nccc1-c1ccccc1. As a reaction SMILES: [CH2:28]1[O:29][CH2:30][CH2:31][CH2:32]1.[CH3:16][n:17]1[cH:18][cH:19][c:20](-[c:21]2[cH:22][cH:23][cH:24][cH:25][cH:26]2)[n:27]1.[H-:1].[I:14][CH3:15].[Na+:2].[OH2:33].[c:3]1(-[c:9]2[n:10][nH:11][cH:12][cH:13]2)[cH:4][cH:5][cH:6][cH:7][cH:8]1>>[c:3]1(-[c:9]2[n:10]([CH3:16])[n:11][cH:12][cH:13]2)[cH:4][cH:5][cH:6][cH:7][cH:8]1.